This data is from the Open Reaction Database (ORD), a public repository of structured organic reaction records. The task is: describe an organic reaction: reactants, conditions, products, and yield The reactants are [NH4+].[Cl-] (NH4Cl), ClC1=C(C=C(C(=C1)[N+](=O)[O-])F)Cl (1,2-dichloro-4-fluoro-5-nitrobenzene), ClC1=CC=C(C=C1)CC(=O)OC (methyl 4-chlorophenylacetate), [H-].[Na+] (NaH). Solvent: CN(C)C=O (DMF), CN(C)C=O (DMF). Conditions: temperature -5 celsius. Product: ClC1=CC=C(C=C1)C(C(=O)OC)C1=C(C=C(C(=C1)Cl)Cl)[N+](=O)[O-] (Methyl (4-chlorophenyl)(4,5-dichloro-2-nitrophenyl)acetate). Yield: 336.3%. RXN SMILES: [Cl:1][C:2]1[CH:7]=[C:6]([N+:8]([O-:10])=[O:9])[C:5](F)=[CH:4][C:3]=1[Cl:12].[Cl:13][C:14]1[CH:19]=[CH:18][C:17]([CH2:20][C:21]([O:23][CH3:24])=[O:22])=[CH:16][CH:15]=1.[H-].[Na+].[NH4+].[Cl-]>CN(C=O)C>[Cl:13][C:14]1[CH:15]=[CH:16][C:17]([CH:20]([C:5]2[CH:4]=[C:3]([Cl:12])[C:2]([Cl:1])=[CH:7][C:6]=2[N+:8]([O-:10])=[O:9])[C:21]([O:23][CH3:24])=[O:22])=[CH:18][CH:19]=1 |f:2.3,4.5|. Procedure details: A solution of 5 g of 1,2-dichloro-4-fluoro-5-nitrobenzene and 4.4 g of methyl 4-chlorophenylacetate in 70 ml of DMF is added, under a stream of nitrogen, to a suspension at −10° C. of 2.85 g of 60% NaH in 45 ml of DMF, and the temperature is maintained at −5° C. The mixture is reacted for 2 hours, while allowing the temperature to return to room temperature. The resulting mixture is poured onto ice, aqueous 10% NH4Cl solution is added and the mixture is extracted with ethyl acetate. The organic ... Reactants: Brc1cccc2c3c([nH]c12)C1CCN(CC1)C3, C=Cc1ccncc1, [Mg+2], O=S(=O)([O-])[O-]. Yields the product C(=Cc1cccc2c3c([nH]c12)C1CCN(CC1)C3)c1ccncc1. Reaction SMILES: [Br:1][c:2]1[cH:3][cH:4][cH:5][c:6]2[c:7]3[c:8]([nH:9][c:10]12)[CH:11]1[CH2:12][CH2:13][N:14]([CH2:15]3)[CH2:16][CH2:17]1.[CH:18](=[CH2:19])[c:20]1[cH:21][cH:22][n:23][cH:24][cH:25]1.[Mg+2:26].[O-:27][S:28]([O-:29])(=[O:30])=[O:31]>>[c:2]1([CH:19]=[CH:18][c:20]2[cH:21][cH:22][n:23][cH:24][cH:25]2)[cH:3][cH:4][cH:5][c:6]2[c:7]3[c:8]([nH:9][c:10]12)[CH:11]1[CH2:12][CH2:13][N:14]([CH2:15]3)[CH2:16][CH2:17]1. The reactants are CC1=NN(C(=C1)NC1=C(C(=O)O)C=C(C=C1)C(F)(F)F)C1=NC=CC=C1 (2-[[3-methyl-1-(2-pyridinyl)-1H-pyrazol-5-yl]amino]-5-(trifluoromethyl)benzoic acid), P(=O)(Cl)(Cl)Cl (phosphorous oxychloride). Yields the product ClC1=C2C(=NC3=CC=C(C=C13)C(F)(F)F)N(N=C2C)C2=NC=CC=C2 (4-Chloro-3-methyl-1-(2-pyridinyl)-6-(trifluoromethyl)-1H-pyrazolo[3,4-b]quinoline). Yield: 50.5%. Reaction SMILES: [CH3:1][C:2]1[CH:6]=[C:5]([NH:7][C:8]2[CH:16]=[CH:15][C:14]([C:17]([F:20])([F:19])[F:18])=[CH:13][C:9]=2[C:10](O)=O)[N:4]([C:21]2[CH:26]=[CH:25][CH:24]=[CH:23][N:22]=2)[N:3]=1.P(Cl)(Cl)([Cl:29])=O>>[Cl:29][C:10]1[C:9]2[C:8](=[CH:16][CH:15]=[C:14]([C:17]([F:19])([F:18])[F:20])[CH:13]=2)[N:7]=[C:5]2[N:4]([C:21]3[CH:26]=[CH:25][CH:24]=[CH:23][N:22]=3)[N:3]=[C:2]([CH3:1])[C:6]=12. Procedure details: A solution of 2-[[3-methyl-1-(2-pyridinyl)-1H-pyrazol-5-yl]amino]-5-(trifluoromethyl)benzoic acid (14.0 g, 38.6 mmol) in phosphorous oxychloride (27.4 mL, 294 mmol) was heated under reflux for 1 hour. The solution was allowed to cool to room temperature, and the reaction solvent was evaporated under reduced pressure, and the residue was poured into iced water. The solution was neutralized by the addition of a sodium hydroxide solution, and the organic matter was extracted with chloroform. The ex... Reactants: [Br-], C[n+]1ccc2cc(OCCN3C(=O)c4ccccc4C3=O)ccc2c1, CCO, NN, O. Yields the product [Br-], C[n+]1ccc2cc(OCCN)ccc2c1. Reaction SMILES: [Br-:1].[CH3:2][n+:3]1[cH:4][c:5]2[cH:6][cH:7][c:8]([O:13][CH2:14][CH2:15][N:16]3[C:17](=[O:18])[c:19]4[cH:20][cH:21][cH:22][cH:23][c:24]4[C:25]3=[O:26])[cH:9][c:10]2[cH:11][cH:12]1.[CH3:30][CH2:31][OH:32].[NH2:28][NH2:29].[OH2:27]>>[Br-:1].[CH3:2][n+:3]1[cH:4][c:5]2[cH:6][cH:7][c:8]([O:13][CH2:14][CH2:15][NH2:16])[cH:9][c:10]2[cH:11][cH:12]1. Starting materials: product, C(C)(C)(C)OO (t-butyl hydroperoxide), O=C(C)C=C(C)C (mesityl oxide), C(C)(C)(C)OO (t-butyl hydroperoxide). Product: CC(C)(CC(C)=O)OOC(C)(C)C (2-METHYL-2-(t-BUTYLPEROXY)-4-PENTANONE). As a reaction SMILES: [O:1]=[C:2]([CH:4]=[C:5]([CH3:7])[CH3:6])[CH3:3].[C:8]([O:12][OH:13])([CH3:11])([CH3:10])[CH3:9]>>[CH3:6][C:5]([O:13][O:12][C:8]([CH3:11])([CH3:10])[CH3:9])([CH2:4][C:2](=[O:1])[CH3:3])[CH3:7]. Procedure: Assay of the product by GLC indicated 76% product, 17% mesityl oxide, and 1% t-butyl hydroperoxide. The actual yield of product based on the t-butyl hydroperoxide consumed was 82%. Purification of product for GLC standard was accomplished by a double distillation under reduced pressure with a pot temperature of 40°±2° C. Fractions were collected and assayed. Micro analysis found: C, 64.10%; H, 11.10%; O, 24,96%. Calculated: C, 63.79; H, 10.71; O, 25.49; SN-7-249-95. cuts 5, 6, and 7 nD25 1.4170,... Reaction SMILES: [C@H:1]1(N)[CH2:6][CH2:5][CH2:4][CH2:3][C@@H:2]1[NH2:7].[Cl:9]C1C=C2C(B3OC(C)(C)C(C)(C)O3)=CN(S(C3C=CC(C)=CC=3)(=O)=O)C2=[N:14]C=1.CC[N:40]([CH:44]([CH3:46])C)[CH:41]([CH3:43])C.[Cl:47][C:48]1[CH:49]=[C:50]2[C:56]([C:57]3[N:62]=[C:61](S(C)=O)[C:60]([F:66])=[CH:59][N:58]=3)=[CH:55][N:54](S(C3C=CC(C)=CC=3)(=O)=O)[C:51]2=[N:52][CH:53]=1.C1C[O:80][CH2:79][CH2:78]1>>[ClH:9].[ClH:47].[Cl:47][C:48]1[CH:49]=[C:50]2[C:56]([C:57]3[N:58]=[C:59]([NH:7][C@H:2]4[CH2:1][CH2:6][CH2:5][C@@H:4]([NH:14][C:79]([CH:78]5[CH2:43][CH2:41][NH:40][CH2:44][CH2:46]5)=[O:80])[CH2:3]4)[C:60]([F:66])=[CH:61][N:62]=3)=[CH:55][NH:54][C:51]2=[N:52][CH:53]=1 |f:5.6.7|. Starting materials: [C@H]1([C@H](CCCC1)N)N ((1S,2S)-cyclohexane-1,2-diamine), ClC=1C=C2C(=NC1)N(C=C2B2OC(C(O2)(C)C)(C)C)S(=O)(=O)C2=CC=C(C=C2)C (5-chloro-1-(p-tolylsulfonyl)-3-(4,4,5,5-tetramethyl-1,3,2-dioxaborolan-2-yl)pyrrolo[2,3-b]pyridine), CCN(C(C)C)C(C)C (iPr2NEt), ClC=1C=C2C(=NC1)N(C=C2C2=NC=C(C(=N2)S(=O)C)F)S(=O)(=O)C2=CC=C(C=C2)C (5-chloro-3-(5-fluoro-4-methylsulfinyl-pyrimidin-2-yl)-1-(p-tolylsulfonyl)pyrrolo[2,3-b]pyridine), C1CCOC1 (THF), C1CCOC1 (THF). Yields the product Cl.Cl.ClC=1C=C2C(=NC1)NC=C2C2=NC=C(C(=N2)N[C@@H]2C[C@@H](CCC2)NC(=O)C2CCNCC2)F (N-[(1R,3S)-3-[[2-(5-chloro-1H-pyrrolo[2,3-b]pyridin-3-yl)-5-fluoro-pyrimidin-4-yl]amino]cyclohexyl]piperidine-4-carboxamide bishydrochloride). Reported procedure: (1S,2S)-cyclohexane-1,2-diamine, THF, 120° C. microwave (b) methyl-chloroformate, iPr2NEt, CH2Cl2 (c) LiAlH4, THF.